This data is from the Open Reaction Database (ORD), a public repository of structured organic reaction records. The task is: describe an organic reaction: reactants, conditions, products, and yield Reactants: C(C)(=O)OC1=C(C=C(C=C1C)OCC(F)(F)F)C (2,6-dimethyl-4-(2,2,2-trifluoroethoxy)phenyl acetate), [Na] (sodium). The solvent is CO (methanol). Reaction conditions: time 8 hour. Yields the product CC1=C(C(=CC(=C1)OCC(F)(F)F)C)O (2,6-dimethyl-4-(2,2,2-trifluoroethoxy)phenol). RXN SMILES: C([O:4][C:5]1[C:10]([CH3:11])=[CH:9][C:8]([O:12][CH2:13][C:14]([F:17])([F:16])[F:15])=[CH:7][C:6]=1[CH3:18])(=O)C.[Na]>CO>[CH3:11][C:10]1[CH:9]=[C:8]([O:12][CH2:13][C:14]([F:15])([F:16])[F:17])[CH:7]=[C:6]([CH3:18])[C:5]=1[OH:4] |^1:18|. Procedure: The 2,6-dimethyl-4-(2,2,2-trifluoroethoxy)phenyl acetate (733 mg, 2.80 mmol) in methanol (10 mL) was treated with sodium metal and stirred at room temperature overnight. The solvent was removed and the residue partitioned between ethyl acetate and water. The organic layer was washed twice with brine and dried. The solvent was removed to give 2,6-dimethyl-4-(2,2,2-trifluoroethoxy)phenol. The reactants are C(C)(C)(C)OC(=O)N[C@@H]1CC[C@@H](CC1)NC1=C2C=CN=CC2=CC=C1 (cis-N-(tert-butoxycarbonyl)-N′-(5-isoquinolyl)-1,4-cyclohexanediamine), Cl.CO (hydrogen chloride methanol). Yields the product Cl.C1=NC=CC2=C(C=CC=C12)N[C@@H]1CC[C@@H](CC1)N (cis-N-(5-isoquinolyl)-1,4-cyclohexanediamine hydrochloride). Reaction SMILES: C(OC([NH:8][C@H:9]1[CH2:14][CH2:13][C@@H:12]([NH:15][C:16]2[CH:25]=[CH:24][CH:23]=[C:22]3[C:17]=2[CH:18]=[CH:19][N:20]=[CH:21]3)[CH2:11][CH2:10]1)=O)(C)(C)C.[ClH:26].CO>>[ClH:26].[CH:21]1[C:22]2[C:17](=[C:16]([NH:15][C@H:12]3[CH2:11][CH2:10][C@@H:9]([NH2:8])[CH2:14][CH2:13]3)[CH:25]=[CH:24][CH:23]=2)[CH:18]=[CH:19][N:20]=1 |f:1.2,3.4|. Procedure details: According to the method of Example 1, Step C, deprotection was performed (room temperature, 31 hours) by using Intermediate 39 (214 mg) and 10% hydrogen chloride/methanol solution (5 ml). The solvent was evaporated under reduced pressure, and the residue was added with methanol (1 ml) and diethyl ether (3 ml). The deposited precipitates were collected by filtration and washed with diethyl ether to obtain the title compound (215 mg) as light yellow powdery solid. Reaction SMILES: [OH:1][C@@H:2]([C@H:4]1[C:34](=[O:35])[N:6]2[C:7]([C:28]([O:30][CH2:31][CH:32]=[CH2:33])=[O:29])=[C:8](OP(OC3C=CC=CC=3)(OC3C=CC=CC=3)=O)[C@H:9]([CH3:10])[C@@H:5]12)[CH3:3].[CH2:36]([O:39][C:40]([N:42]1[CH2:46][C@@H:45]([SH:47])[CH2:44][C@H:43]1[CH2:48][CH:49]1[CH2:53][N:52]([C:54]([O:56][CH2:57][CH:58]=[CH2:59])=[O:55])[C@H:51]([C:60](=[O:64])[N:61]([CH3:63])[CH3:62])[CH2:50]1)=[O:41])[CH:37]=[CH2:38].C(N(CC)C(C)C)(C)C>>[CH2:36]([O:39][C:40]([N:42]1[CH2:46][C@@H:45]([S:47][C:8]2[C@H:9]([CH3:10])[C@@H:5]3[C@@H:4]([C@H:2]([OH:1])[CH3:3])[C:34](=[O:35])[N:6]3[C:7]=2[C:28]([O:30][CH2:31][CH:32]=[CH2:33])=[O:29])[CH2:44][C@H:43]1[CH2:48][CH:49]1[CH2:53][N:52]([C:54]([O:56][CH2:57][CH:58]=[CH2:59])=[O:55])[C@H:51]([C:60](=[O:64])[N:61]([CH3:62])[CH3:63])[CH2:50]1)=[O:41])[CH:37]=[CH2:38]. Starting materials: O[C@H](C)[C@@H]1[C@H]2N(C(=C([C@@H]2C)OP(=O)(OC2=CC=CC=C2)OC2=CC=CC=C2)C(=O)OCC=C)C1=O (allyl (IR,5S,6S)-6-[(R)-1-hydroxyethyl]-1-methyl-2-diphenoxyphosphoryloxy-1-carbapen-2-em-3-carboxylate), C(C=C)OC(=O)N1[C@@H](C[C@@H](C1)S)CC1C[C@H](N(C1)C(=O)OCC=C)C(N(C)C)=O ((2R,4S)-N-allyloxycarbonyl-2-[(2S)-N-allyloxycarbonyl-2-(dimethylcarbamoyl)pyrrolidin-4-ylmethyl]-4-mercaptopyrrolidine), C(C)(C)N(C(C)C)CC (N,N-diisopropylethylamine). Yield: 44.5%. Reported procedure: The same procedure as in Example 8-1 was carried out by using allyl (IR,5S,6S)-6-[(R)-1-hydroxyethyl]-1-methyl-2-diphenoxyphosphoryloxy-1-carbapen-2-em-3-carboxylate (129 mg, 0.26 mmol), (2R,4S)-N-allyloxycarbonyl-2-[(2S)-N-allyloxycarbonyl-2-(dimethylcarbamoyl)pyrrolidin-4-ylmethyl]-4-mercaptopyrrolidine (110 mg, 0.26 mmol) and N,N-diisopropylethylamine (45 μl, 0.26 mmol) to obtain allyl (1R,5S,6S)-2-[(2R,4S)-N-allyloxycarbonyl-2-[(2S)-N-allyloxycarbonyl-2-(dimethylcarbamoyl)pyrrolidin-4-ylmeth... Product: C(C=C)OC(=O)N1[C@@H](C[C@@H](C1)SC=1[C@@H]([C@H]2N(C1C(=O)OCC=C)C([C@@H]2[C@@H](C)O)=O)C)CC2C[C@H](N(C2)C(=O)OCC=C)C(N(C)C)=O (allyl (1R,5S,6S)-2-[(2R,4S)-N-allyloxycarbonyl-2-[(2S)-N-allyloxycarbonyl-2-(dimethylcarbamoyl)pyrrolidin-4-ylmethyl]pyrrolidin-4-ylthio]-6-[(R)-1-hydroxyethyl]-1-methyl-1-carbapen-2-em-3-carboxylate). The reactants are C(C1=CC=CC=C1)OC=1C=CC=2C3=C(C=NC2C1)N=C(N3CCCCNC(OC(C)(C)C)=O)CCOC (tert-butyl {4-[7-benzyloxy-2-(2-methoxyethyl)-1H-imidazo[4,5-c]quinolin-1-yl]butyl}carbamate), C(C1=CC=CC=C1)OC=1C=CC=2C3=C(C=NC2C1)N=C(N3CC(C)C)C (7-benzyloxy-2-methyl-1-(2-methylpropyl)-1H-imidazo[4,5-c]quinoline), C1=CC(=CC(=C1)Cl)C(=O)OO (mCPBA). Reaction conditions: time 28 hour. Yields the product C(C1=CC=CC=C1)OC=1C=CC=2C3=C(C=[N+](C2C1)[O-])N=C(N3CCCCNC(OC(C)(C)C)=O)CCOC (tert-butyl {4-[7-benzyloxy-2-(2-methoxyethyl)-5-oxido-1H-imidazo[4,5-c]quinolin-1-yl]butyl}carbamate). Reaction SMILES: [CH2:1]([O:8][C:9]1[CH:10]=[CH:11][C:12]2[C:13]3[N:21]([CH2:22][CH2:23][CH2:24][CH2:25][NH:26][C:27](=[O:33])[O:28][C:29]([CH3:32])([CH3:31])[CH3:30])[C:20]([CH2:34][CH2:35][O:36][CH3:37])=[N:19][C:14]=3[CH:15]=[N:16][C:17]=2[CH:18]=1)[C:2]1[CH:7]=[CH:6][CH:5]=[CH:4][CH:3]=1.C([O:45]C1C=CC2C3N(CC(C)C)C(C)=NC=3C=NC=2C=1)C1C=CC=CC=1.C1C=C(Cl)C=C(C(OO)=O)C=1>>[CH2:1]([O:8][C:9]1[CH:10]=[CH:11][C:12]2[C:13]3[N:21]([CH2:22][CH2:23][CH2:24][CH2:25][NH:26][C:27](=[O:33])[O:28][C:29]([CH3:32])([CH3:30])[CH3:31])[C:20]([CH2:34][CH2:35][O:36][CH3:37])=[N:19][C:14]=3[CH:15]=[N+:16]([O-:45])[C:17]=2[CH:18]=1)[C:2]1[CH:3]=[CH:4][CH:5]=[CH:6][CH:7]=1. Reported procedure: A modification of the general method described in Part B of Example 3 was followed using tert-butyl {4-[7-benzyloxy-2-(2-methoxyethyl)-1H-imidazo[4,5-c]quinolin-1-yl]butyl}carbamate (9.08 g, 17.9 mmol) in lieu of 7-benzyloxy-2-methyl-1-(2-methylpropyl)-1H-imidazo[4,5-c]quinoline. Over a period of 28 hours, three equivalents of mCPBA were added. Following the work-up procedure, 8.07 g of tert-butyl {4-[7-benzyloxy-2-(2-methoxyethyl)-5-oxido-1H-imidazo[4,5-c]quinolin-1-yl]butyl}carbamate were obta... The reactants are Brc1cccc2sccc12, CON(C)C(C)=O, Cl, I, [Mg], C1CCOC1. The product is CC(=O)c1cccc2sccc12. Reaction SMILES: [Br:1][c:2]1[cH:3][cH:4][cH:5][c:6]2[s:7][cH:8][cH:9][c:10]12.[CH3:13][O:14][N:15]([C:16]([CH3:17])=[O:18])[CH3:19].[ClH:20].[I:12].[Mg:11].[O:21]1[CH2:22][CH2:23][CH2:24][CH2:25]1>>[c:2]1([C:16]([CH3:17])=[O:18])[cH:3][cH:4][cH:5][c:6]2[s:7][cH:8][cH:9][c:10]12. Reactants: [BH3-]C#N, Cc1c(NS(C)(=O)=O)cccc1N(Cc1ccccc1)Cc1ccc(Oc2cccc(OCC3CCNC3)c2)cc1, C=O, CC#N, CO, [Na+]. Yields the product Cc1c(NS(C)(=O)=O)cccc1N(Cc1ccccc1)Cc1ccc(Oc2cccc(OCC3CCN(C)C3)c2)cc1. As a reaction SMILES: [C:44]([BH3-:45])#[N:46].[CH2:1]([c:2]1[cH:3][cH:4][cH:5][cH:6][cH:7]1)[N:8]([c:9]1[c:10]([CH3:20])[c:11]([NH:15][S:16](=[O:17])(=[O:18])[CH3:19])[cH:12][cH:13][cH:14]1)[CH2:21][c:22]1[cH:23][cH:24][c:25]([O:28][c:29]2[cH:30][c:31]([O:35][CH2:36][CH:37]3[CH2:38][NH:39][CH2:40][CH2:41]3)[cH:32][cH:33][cH:34]2)[cH:26][cH:27]1.[CH2:42]=[O:43].[CH3:48][C:49]#[N:50].[CH3:51][OH:52].[Na+:47]>>[CH2:1]([c:2]1[cH:3][cH:4][cH:5][cH:6][cH:7]1)[N:8]([c:9]1[c:10]([CH3:20])[c:11]([NH:15][S:16](=[O:17])(=[O:18])[CH3:19])[cH:12][cH:13][cH:14]1)[CH2:21][c:22]1[cH:23][cH:24][c:25]([O:28][c:29]2[cH:30][c:31]([O:35][CH2:36][CH:37]3[CH2:38][N:39]([CH3:44])[CH2:40][CH2:41]3)[cH:32][cH:33][cH:34]2)[cH:26][cH:27]1. Starting materials: FC([C@H](CN1CC(N(CC1)C)C1=CC=CC=C1)O)(F)F ((S)-1,1,1-Trifluoro-3-(4-methyl-3-phenyl-piperazin-1-yl)-propan-2-ol), ClC1=CC=C(C=C1)N=C=O (1-chloro-4-isocyanatobenzene). Run in C(C)#N (acetonitrile). Conditions: time 8 hour. Product: Cl.FC([C@H](CN1CC(N(CC1)C)C1=CC=CC=C1)OC(NC1=CC=C(C=C1)Cl)=O)(F)F ((4-Chlorophenyl)-carbamic acid (S)-2,2,2-trifluoro-1-(4-methyl-3-phenylpiperazin-1-ylmethyl)-ethyl ester hydrochloride). Reaction SMILES: [F:1][C:2]([F:20])([F:19])[C@@H:3]([OH:18])[CH2:4][N:5]1[CH2:10][CH2:9][N:8]([CH3:11])[CH:7]([C:12]2[CH:17]=[CH:16][CH:15]=[CH:14][CH:13]=2)[CH2:6]1.[Cl:21][C:22]1[CH:27]=[CH:26][C:25]([N:28]=[C:29]=[O:30])=[CH:24][CH:23]=1>C(#N)C>[ClH:21].[F:20][C:2]([F:1])([F:19])[C@@H:3]([O:18][C:29](=[O:30])[NH:28][C:25]1[CH:26]=[CH:27][C:22]([Cl:21])=[CH:23][CH:24]=1)[CH2:4][N:5]1[CH2:10][CH2:9][N:8]([CH3:11])[CH:7]([C:12]2[CH:13]=[CH:14][CH:15]=[CH:16][CH:17]=2)[CH2:6]1 |f:3.4|. Procedure: (S)-1,1,1-Trifluoro-3-(4-methyl-3-phenyl-piperazin-1-yl)-propan-2-ol (180 mg, 0.62 mmol) and 1-chloro-4-isocyanatobenzene (115 mg, 0.75 mmol) were combined in acetonitrile (5 mL). The reaction mixture was stirred overnight and evaporated. The residue was purified by flash chromatography (20/1 dichloromethane/EtOAc then 20/1 dichloromethane/MeOH) to provide the desired product. To the free-base product was added 1M HCl/ether solution to provide HCl salt form, (4-chlorophenyl)-carbamic acid (S)-2,...